describe an organic reaction: reactants, conditions, products, and yield From a dataset of the Open Reaction Database (ORD), a public repository of structured organic reaction records. The reactants are BrCCBr, O=C(c1ccccc1)C1CN(Cc2ccccc2)CCO1, CCOCC, COc1ccccc1CCl, [Mg]. The product is COc1ccccc1CC(O)(c1ccccc1)C1CN(Cc2ccccc2)CCO1. As a reaction SMILES: [Br:2][CH2:3][CH2:4][Br:5].[CH2:16]([c:17]1[cH:18][cH:19][cH:20][cH:21][cH:22]1)[N:23]1[CH2:24][CH:25]([C:29](=[O:30])[c:31]2[cH:32][cH:33][cH:34][cH:35][cH:36]2)[O:26][CH2:27][CH2:28]1.[CH3:37][CH2:38][O:39][CH2:40][CH3:41].[Cl:6][CH2:7][c:8]1[c:9]([O:14][CH3:15])[cH:10][cH:11][cH:12][cH:13]1.[Mg:1]>>[CH2:7]([c:8]1[c:9]([O:14][CH3:15])[cH:10][cH:11][cH:12][cH:13]1)[C:29]([CH:25]1[CH2:24][N:23]([CH2:16][c:17]2[cH:18][cH:19][cH:20][cH:21][cH:22]2)[CH2:28][CH2:27][O:26]1)([OH:30])[c:31]1[cH:32][cH:33][cH:34][cH:35][cH:36]1. Starting materials: CO, COC(=O)c1cc(SC)nn1-c1ccc(OC)cc1, [Li+], [OH-]. The product is COc1ccc(-n2nc(SC)cc2C(=O)O)cc1. As a reaction SMILES: [CH3:22][OH:23].[CH3:3][O:4][c:5]1[cH:6][cH:7][c:8](-[n:11]2[n:12][c:13]([S:20][CH3:21])[cH:14][c:15]2[C:16](=[O:17])[O:18][CH3:19])[cH:9][cH:10]1.[Li+:1].[OH-:2]>>[CH3:3][O:4][c:5]1[cH:6][cH:7][c:8](-[n:11]2[n:12][c:13]([S:20][CH3:21])[cH:14][c:15]2[C:16](=[O:17])[OH:18])[cH:9][cH:10]1. Reactants: COCCCc1cc(CN(C(=O)C2CN(C(=O)OC(C)(C)C)CCC2c2ccc(OCCOc3c(Cl)cc(C)cc3Cl)cc2)C2CC2)cc(OCC2CC2C(=O)O)c1, CC(C)COC(=O)Cl, Oc1ccc2c(c1)CCC2, C1CCOC1, CN1CCOCC1, ClCCl, [H-], [Na+]. Yields the product COCCCc1cc(CN(C(=O)C2CN(C(=O)OC(C)(C)C)CCC2c2ccc(OCCOc3c(Cl)cc(C)cc3Cl)cc2)C2CC2)cc(OCC2CC2C(=O)Oc2ccc3c(c2)CCC3)c1. As a reaction SMILES: [C:1]([CH3:2])([CH3:3])([CH3:4])[O:5][C:6](=[O:7])[N:8]1[CH2:9][CH:10]([C:33](=[O:34])[N:35]([CH:36]2[CH2:37][CH2:38]2)[CH2:39][c:40]2[cH:41][c:42]([O:43][CH2:44][CH:45]3[CH:46]([C:48](=[O:49])[OH:50])[CH2:47]3)[cH:51][c:52]([CH2:54][CH2:55][CH2:56][O:57][CH3:58])[cH:53]2)[CH:11]([c:14]2[cH:15][cH:16][c:17]([O:20][CH2:21][CH2:22][O:23][c:24]3[c:25]([Cl:32])[cH:26][c:27]([CH3:31])[cH:28][c:29]3[Cl:30])[cH:18][cH:19]2)[CH2:12][CH2:13]1.[CH2:66]([O:67][C:68]([Cl:69])=[O:70])[CH:71]([CH3:72])[CH3:73].[CH2:74]1[CH2:75][CH2:76][c:77]2[cH:78][c:79]([OH:83])[cH:80][cH:81][c:82]21.[CH2:89]1[O:90][CH2:91][CH2:92][CH2:93]1.[CH3:59][N:60]1[CH2:61][CH2:62][O:63][CH2:64][CH2:65]1.[Cl:86][CH2:87][Cl:88].[H-:84].[Na+:85]>>[C:1]([CH3:2])([CH3:3])([CH3:4])[O:5][C:6](=[O:7])[N:8]1[CH2:9][CH:10]([C:33](=[O:34])[N:35]([CH:36]2[CH2:37][CH2:38]2)[CH2:39][c:40]2[cH:41][c:42]([O:43][CH2:44][CH:45]3[CH:46]([C:48](=[O:49])[O:50][c:79]4[cH:78][c:77]5[c:82]([cH:81][cH:80]4)[CH2:74][CH2:75][CH2:76]5)[CH2:47]3)[cH:51][c:52]([CH2:54][CH2:55][CH2:56][O:57][CH3:58])[cH:53]2)[CH:11]([c:14]2[cH:15][cH:16][c:17]([O:20][CH2:21][CH2:22][O:23][c:24]3[c:25]([Cl:32])[cH:26][c:27]([CH3:31])[cH:28][c:29]3[Cl:30])[cH:18][cH:19]2)[CH2:12][CH2:13]1. The reactants are OC(=O)CCCC[C@@H]1SC[C@@H]2NC(=O)N[C@H]12 (biotin), Cl.C(C)(C)(C)OC(CN)=O (glycine t-butyl ester hydrochloride), CN1CCOCC1 (methylmorpholine), ON1N=NC2=C1C=CC=C2 (1-hydroxybenzotriazole), Cl.CN(CCCN=C=NCC)C (1-(3-Dimethylaminopropyl)-3-ethylcarbodiimide hydrochloride). Solvent: CN(C)C=O (DMF). Run at time 7 day. Product: N[C@@H](C(C)(C)C)C(=O)C(C(O)=O)CCC[C@@H]1SC[C@@H]2NC(=O)N[C@H]12 (tert-butylglycylbiotin). Reaction SMILES: [OH:1][C:2]([CH2:4][CH2:5][CH2:6][CH2:7][C@H:8]1[C@@H:16]2[C@@H:11]([NH:12][C:13]([NH:15]2)=[O:14])[CH2:10][S:9]1)=[O:3].Cl.[C:18](OC(=O)CN)([CH3:21])([CH3:20])[CH3:19].C[N:28]1[CH2:33][CH2:32][O:31]CC1.ON1C2C=CC=CC=2N=N1.Cl.CN(C)CCCN=C=NCC>CN(C=O)C>[NH2:28][C@H:33]([C:32]([CH:4]([CH2:5][CH2:6][CH2:7][C@H:8]1[C@@H:16]2[C@@H:11]([NH:12][C:13]([NH:15]2)=[O:14])[CH2:10][S:9]1)[C:2](=[O:1])[OH:3])=[O:31])[C:18]([CH3:21])([CH3:20])[CH3:19] |f:1.2,5.6|. Reported procedure: To a solution of biotin (0.83 g, 3.4 mmol) in 60 mL of DMF was added glycine t-butyl ester hydrochloride (0.57 g, 3.4 mmol), N methylmorpholine (0.92 mL, 8.36 mmol), 1-hydroxybenzotriazole (0.61 g, 3.99 mmol) and 1-(3-Dimethylaminopropyl)-3-ethylcarbodiimide hydrochloride (0.65 g, 3.4 mmol). The reaction mixture was stirred at room temperature for 7 days. The DMF was concentrated, ethyl acetate was added, and the organic layer was washed with water, 0.5 N HCl, saturated sodium. bicarbonate, and ... The reactants are B(F)(F)F.CCOCC (boron trifluoride diethyl etherate), C[B-](C1=CC=CC=C1)(C1=CC=CC=C1)C1=CC=CC=C1.C[N+](C)(C)C (tetramethylammonium methyl triphenyl borate), Grignard reagent, C1(=CC=CC=C1)Br (phenyl bromide), [Mg] (magnesium). The solvent is C(C)OCC (diethyl ether), C(C)OCC (diethyl ether). Product: C1(=CC=CC=C1)B(C1=CC=CC=C1)C1=CC=CC=C1 (triphenylborane). Reaction SMILES: C[B-:2]([C:15]1[CH:20]=[CH:19][CH:18]=[CH:17][CH:16]=1)([C:9]1[CH:14]=[CH:13][CH:12]=[CH:11][CH:10]=1)[C:3]1[CH:8]=[CH:7][CH:6]=[CH:5][CH:4]=1.C[N+](C)(C)C.C1(Br)C=CC=CC=1.[Mg].B(F)(F)F.CCOCC>C(OCC)C>[C:15]1([B:2]([C:3]2[CH:4]=[CH:5][CH:6]=[CH:7][CH:8]=2)[C:9]2[CH:14]=[CH:13][CH:12]=[CH:11][CH:10]=2)[CH:16]=[CH:17][CH:18]=[CH:19][CH:20]=1 |f:0.1,4.5|. Procedure details: In the case of the tetramethylammonium methyl triphenyl borate, concretely, its production is performed by reacting phenyl bromide with magnesium in diethyl ether to prepare a Grignard reagent, dripping it in a solution of boron trifluoride diethyl etherate in diethyl ether, and then stirring for several hours to obtain triphenylborane, followed by addition of methyllithium without isolating triphenylborane to convert it to lithium methyl triphenyl borate and by addition of tetramethylammonium b... Starting materials: CON(C(=O)C=1N=CN(C1)C1=CC(=CC=C1)C=1C(=NC=CC1)F)C (1-[3-(2-Fluoro-pyridin-3-yl)-phenyl]-1H-imidazole-4-carboxylic acid methoxy-methyl-amide), BrC1=NC=CC=N1 (2-bromopyrimidine). The product is FC1=NC=CC=C1C=1C=C(C=CC1)N1C=NC(=C1)C(=O)C1=NC=CC=N1 ({1-[3-(2-Fluoro-pyridin-3-yl)-phenyl]-1H-imidazol-4-yl}-pyrimidin-2-yl-methanone). Reaction SMILES: CON(C)[C:4]([C:6]1[N:7]=[CH:8][N:9]([C:11]2[CH:16]=[CH:15][CH:14]=[C:13]([C:17]3[C:18]([F:23])=[N:19][CH:20]=[CH:21][CH:22]=3)[CH:12]=2)[CH:10]=1)=[O:5].Br[C:26]1[N:31]=[CH:30][CH:29]=[CH:28][N:27]=1>>[F:23][C:18]1[C:17]([C:13]2[CH:12]=[C:11]([N:9]3[CH:10]=[C:6]([C:4]([C:26]4[N:31]=[CH:30][CH:29]=[CH:28][N:27]=4)=[O:5])[N:7]=[CH:8]3)[CH:16]=[CH:15][CH:14]=2)=[CH:22][CH:21]=[CH:20][N:19]=1. Procedure details: This compound is prepared by method C using compound 12i and 2-bromopyrimidine Reactants: C1OC=2C=C(C=CC2O1)N=C=O (3,4-methylenedioxyphenylisocyanate), ClC=1C=C(C=CC1)N1CCN(CC1)CCCO (3-[4-(3-chlorophenyl) -1-piperazinyl]propanol). The solvent is C1(=CC=CC=C1)C (toluene). Product: Cl.ClC=1C=C(C=CC1)N1CCN(CC1)CCCOC(NC1=CC2=C(C=C1)OCO2)=O (4-(3-Chlorophenyl)-1-[3-(3,4-methylenedioxyphenylcarbamoyloxy)propyl]piperazine, hydrochloride). Yield: 187.1%. Reaction SMILES: [CH2:1]1[O:9][C:8]2[CH:7]=[CH:6][C:5]([N:10]=[C:11]=[O:12])=[CH:4][C:3]=2[O:2]1.[Cl:13][C:14]1[CH:15]=[C:16]([N:20]2[CH2:25][CH2:24][N:23]([CH2:26][CH2:27][CH2:28][OH:29])[CH2:22][CH2:21]2)[CH:17]=[CH:18][CH:19]=1>C1(C)C=CC=CC=1>[ClH:13].[Cl:13][C:14]1[CH:15]=[C:16]([N:20]2[CH2:21][CH2:22][N:23]([CH2:26][CH2:27][CH2:28][O:29][C:11](=[O:12])[NH:10][C:5]3[CH:6]=[CH:7][C:8]4[O:9][CH2:1][O:2][C:3]=4[CH:4]=3)[CH2:24][CH2:25]2)[CH:17]=[CH:18][CH:19]=1 |f:3.4|. Procedure: A mixture of 3,4-methylenedioxyphenylisocyanate (330 mg; 2.0 mmol) (produced as in Example 13) and 3-[4-(3-chlorophenyl) -1-piperazinyl]propanol (510 mg; 2.0 mmol) in toluene (30 ml) was refluxed for 16 h. The reaction mixture was then concentrated and submitted to flash chromatography on silica gel 60 eluting with toluene graduated to toluene/ethyl acetate (1:3). The product was taken up in ethanol which was treated with hydrogen chloride in ether. Recrystallization from methanol/ether afforded...